Dataset: the Open Reaction Database (ORD), a public repository of structured organic reaction records. Task: describe an organic reaction: reactants, conditions, products, and yield Starting materials: ( 4 ), N (ammonia), FC1=C(C=CC(=C1)N=C=S)N1N=CN=C1C (1-(2-fluoro-4-isothiocyanatophenyl)-5-methyl-1H-1,2,4-triazole). Run at time 10 minute. Product: FC=1C=C(C=CC1N1N=CN=C1C)NC(=S)N (1-(3-fluoro-4-(5-methyl-1H-1,2,4-triazol-1-yl)phenyl)thiourea). The yield is 93.9%. RXN SMILES: [NH3:1].[F:2][C:3]1[CH:8]=[C:7]([N:9]=[C:10]=[S:11])[CH:6]=[CH:5][C:4]=1[N:12]1[C:16]([CH3:17])=[N:15][CH:14]=[N:13]1>>[F:2][C:3]1[CH:8]=[C:7]([NH:9][C:10]([NH2:1])=[S:11])[CH:6]=[CH:5][C:4]=1[N:12]1[C:16]([CH3:17])=[N:15][CH:14]=[N:13]1. Procedure: Step C (4): Methanolic ammonia (1.0 M, 100 mL, 100 mmol) was added to a flask charged with 1-(2-fluoro-4-isothiocyanatophenyl)-5-methyl-1H-1,2,4-triazole (3.18 g, 13.6 mmol) in a ice-water bath. After the addition was complete, the resulting slurry was stirred for 10 min and then allowed to warm to rt. After 24 h, the reaction mixture was concentrated in vacuo. The resulting solid was dried under high vacuum to afford 1-(3-fluoro-4-(5-methyl-1H-1,2,4-triazol-1-yl)phenyl)thiourea (3.21 g, 94% yie...